Dataset: the Open Reaction Database (ORD), a public repository of structured organic reaction records. Task: describe an organic reaction: reactants, conditions, products, and yield Reactants: Brc1ccc(Br)nc1, CCCCCC, CCOCC, COc1cccc(CC#N)c1, [H-], [Na+], CN(C)C=O, O. The product is COc1cccc(C(C#N)c2ccc(Br)cn2)c1. RXN SMILES: [Br:20][c:21]1[n:22][cH:23][c:24]([Br:27])[cH:25][cH:26]1.[CH3:1][CH2:2][CH2:3][CH2:4][CH2:5][CH3:6].[CH3:33][CH2:34][O:35][CH2:36][CH3:37].[CH3:9][O:10][c:11]1[cH:12][c:13]([CH2:17][C:18]#[N:19])[cH:14][cH:15][cH:16]1.[H-:7].[Na+:8].[O:28]=[CH:29][N:30]([CH3:31])[CH3:32].[OH2:38]>>[CH3:9][O:10][c:11]1[cH:12][c:13]([CH:17]([C:18]#[N:19])[c:21]2[n:22][cH:23][c:24]([Br:27])[cH:25][cH:26]2)[cH:14][cH:15][cH:16]1. The reactants are CCOCn1c(Br)nc2c1c(=O)[nH]c(=O)n2C, CC(=O)OC(C)CCCCCl, CS(C)=O, [H-], [Na+]. Product: CCOCn1c(Br)nc2c1c(=O)n(CCCCC(C)OC(C)=O)c(=O)n2C. Reaction SMILES: [Br:1][c:2]1[n:3][c:4]2[n:5]([CH3:17])[c:6](=[O:16])[nH:7][c:8](=[O:15])[c:9]2[n:10]1[CH2:11][O:12][CH2:13][CH3:14].[C:20]([CH3:21])(=[O:22])[O:23][CH:24]([CH2:25][CH2:26][CH2:27][CH2:28][Cl:29])[CH3:30].[CH3:31][S:32]([CH3:33])=[O:34].[H-:18].[Na+:19]>>[Br:1][c:2]1[n:3][c:4]2[n:5]([CH3:17])[c:6](=[O:16])[n:7]([CH2:28][CH2:27][CH2:26][CH2:25][CH:24]([O:23][C:20]([CH3:21])=[O:22])[CH3:30])[c:8](=[O:15])[c:9]2[n:10]1[CH2:11][O:12][CH2:13][CH3:14]. Reactants: O (Water), C(C)OC(=O)[C@H]1[C@@H](C1)C1=CC=C(C=C1)N ((+)-(trans)-ethyl-2-(4-aminophenyl)cyclopropanecarboxylate), C(C)(=O)O[BH-](OC(C)=O)OC(C)=O.[Na+] (sodium triacetoxyborohydride), ClC=1C=C(OC=2C=C(C=O)C=CC2)C=CC1Cl (3-(3,4-dichlorophenoxy)benzaldehyde). Run in ClC(C)Cl (dichloroethane). Reaction conditions: time 12 hour. Product: C(C)OC(=O)[C@H]1[C@@H](C1)C1=CC=C(C=C1)NCC1=CC(=CC=C1)OC1=CC(=C(C=C1)Cl)Cl ((trans)-ethyl-2-{4-[({3-[(3,4-dichlorophenyl)oxy]phenyl}methyl)amino]phenyl}-cyclopropanecarboxylate). Isolated yield 85.8%. As a reaction SMILES: [CH2:1]([O:3][C:4]([C@@H:6]1[CH2:8][C@H:7]1[C:9]1[CH:14]=[CH:13][C:12]([NH2:15])=[CH:11][CH:10]=1)=[O:5])[CH3:2].[Cl:16][C:17]1[CH:18]=[C:19]([CH:29]=[CH:30][C:31]=1[Cl:32])[O:20][C:21]1[CH:22]=[C:23]([CH:26]=[CH:27][CH:28]=1)[CH:24]=O.C(O[BH-](OC(=O)C)OC(=O)C)(=O)C.[Na+].O>ClC(Cl)C>[CH2:1]([O:3][C:4]([C@@H:6]1[CH2:8][C@H:7]1[C:9]1[CH:10]=[CH:11][C:12]([NH:15][CH2:24][C:23]2[CH:26]=[CH:27][CH:28]=[C:21]([O:20][C:19]3[CH:29]=[CH:30][C:31]([Cl:32])=[C:17]([Cl:16])[CH:18]=3)[CH:22]=2)=[CH:13][CH:14]=1)=[O:5])[CH3:2] |f:2.3|. Procedure: To a mixture of (+)-(trans)-ethyl-2-(4-aminophenyl)cyclopropanecarboxylate (III-1b) (0.099 g, 0.482 mmol) in dichloroethane (3.0 mL) was added 3-(3,4-dichlorophenoxy)benzaldehyde (0.116 g, 0.434 mmol). The mixture was stirred for 12 h followed by addition of sodium triacetoxyborohydride (0.140 g, 0.660 mmol). The mixture was stirred for 6 h at RT. Water was added (10 mL), and the layers were separated. The aqueous phase was extracted with CH2Cl2 (2×10 mL). The combined organics were dried with M... The reactants are ClC(C(=O)O)CC (2-chlorobutyric acid), NC1=NC=CC=C1N (2,3-diaminopyridine), polyphosphoric acid. Solvent: O (water), polyphosphoric acid. Reaction conditions: temperature 80 celsius. Yields the product ClC(CC)C1=NC=2C(=NC=CC2)N1 (2-(1-Chloropropyl)-3H-imidazo[4,5-b]pyridine). RXN SMILES: [NH2:1][C:2]1[C:7]([NH2:8])=[CH:6][CH:5]=[CH:4][N:3]=1.[Cl:9][CH:10]([CH2:14][CH3:15])[C:11](O)=O>O>[Cl:9][CH:10]([C:11]1[NH:1][C:2]2=[N:3][CH:4]=[CH:5][CH:6]=[C:7]2[N:8]=1)[CH2:14][CH3:15]. Procedure: 5.0 g of 2,3-diaminopyridine in 200 g of polyphosphoric acid are heated at 120° C. for 0.5 h. The solution is cooled to 80° C. and 5.7 ml of 2-chlorobutyric acid are added. Thereafter, the reaction mixture is heated to 130° C. for 22 h. After cooling, the polyphosphoric acid is hydrolysed with water, the mixture is filtered using charcoal and celite and the pH value of the filtrate is adjusted to pH 4 using 9 M aqueous sodium hydroxide solution. The mixture is extracted three times each with 200... Starting materials: ClC1=C(C(=CC=C1)Cl)C1=CC2=C(N=C(N=C2)S(=O)(=O)C)N(C1=O)C (6-(2,6-Dichlorophenyl)-2-methanesulfonyl-8-methyl-8H-pyrido[2,3-d]pyrimidin-7-one), C1(CCCCC1)N (cyclohexylamine). Conditions: temperature 134 celsius. Product: C1(CCCCC1)NC=1N=CC2=C(N1)N(C(C(=C2)C2=C(C=CC=C2Cl)Cl)=O)C (2-Cyclohexylamino-6-(2,6-dichlorophenyl)-8-methyl-8H-pyrido[2,3-d]pyrimidin-7-one). RXN SMILES: [Cl:1][C:2]1[CH:7]=[CH:6][CH:5]=[C:4]([Cl:8])[C:3]=1[C:9]1[C:22](=[O:23])[N:21]([CH3:24])[C:12]2[N:13]=[C:14](S(C)(=O)=O)[N:15]=[CH:16][C:11]=2[CH:10]=1.[CH:25]1([NH2:31])[CH2:30][CH2:29][CH2:28][CH2:27][CH2:26]1>>[CH:25]1([NH:31][C:14]2[N:15]=[CH:16][C:11]3[CH:10]=[C:9]([C:3]4[C:2]([Cl:1])=[CH:7][CH:6]=[CH:5][C:4]=4[Cl:8])[C:22](=[O:23])[N:21]([CH3:24])[C:12]=3[N:13]=2)[CH2:30][CH2:29][CH2:28][CH2:27][CH2:26]1. Procedure details: A mixture of 0.100 g (0.26 mmol) of 6-(2,6-dichlorophenyl)-2-methanesulfonyl-8-methyl-8H-pyrido[2,3-d]pyrimidin-7-one of Example 39 and 0.300 g (3.00 mmol) of cyclohexylamine was heated to the boiling point (134° C.). The resulting solution was heated at reflux for 2 minutes. Most of the excess amine was evaporated at reduced pressure. The remaining gum was dissolved in 2 mL of ethyl acetate hot. Petroleum ether (2 mL) was added, and the crystals that separated from the cooled solution were filt... Starting materials: C([O-])([O-])=O.[Na+].[Na+] (sodium carbonate), ClC(C(=O)Cl)Cl (dichloroacetyl chloride), NC1=CC=NN1C1=C(C(=C(C=C1Cl)C(F)(F)F)Cl)Cl (5-amino-1-(2,3,6-trichloro-4-trifluoromethyl-phenyl)-pyrazole). Run in ClCCl (dichloromethane), ClCCl (dichloromethane). Reaction conditions: time 13 hour. The product is ClC(C(=O)NC1=CC=NN1C1=C(C(=C(C=C1Cl)C(F)(F)F)Cl)Cl)Cl (5-dichloroacetamido-1-(2,3,6-trichloro-4-trifluoromethyl-phenyl)-pyrazole). Yield: 93.5%. As a reaction SMILES: C(=O)([O-])[O-].[Na+].[Na+].[Cl:7][CH:8]([Cl:12])[C:9](Cl)=[O:10].[NH2:13][C:14]1[N:18]([C:19]2[C:24]([Cl:25])=[CH:23][C:22]([C:26]([F:29])([F:28])[F:27])=[C:21]([Cl:30])[C:20]=2[Cl:31])[N:17]=[CH:16][CH:15]=1>ClCCl>[Cl:7][CH:8]([Cl:12])[C:9]([NH:13][C:14]1[N:18]([C:19]2[C:24]([Cl:25])=[CH:23][C:22]([C:26]([F:29])([F:27])[F:28])=[C:21]([Cl:30])[C:20]=2[Cl:31])[N:17]=[CH:16][CH:15]=1)=[O:10] |f:0.1.2|. Procedure details: 15.3 g (0.145 mol) of anhydrous sodium carbonate and 4.76 ml (0.048 mol) of 98% strength dichloroacetyl chloride are added in succession, at 5° C. to 10° C., to 8.0 g (0.024 mol) of 5-amino-1-(2,3,6-trichloro-4-trifluoromethyl-phenyl)-pyrazole in 80 ml of dichloromethane. The mixture is stirred for 4 hours at 5° C.-10° C. and for 13 hours at room temperature. The mixture is diluted with 80 ml of dichloromethane, filtered, and washed in succession with water and saturated sodium chloride solution... Reactants: OC1CCN(CC1)C1=CC=C(C=C1)[N+](=O)[O-] (4-hydroxy-N-(4-nitrophenyl)piperidine), [H][H] (hydrogen). The reagents and catalysts are [C].[Pd] (palladium-carbon). Run in CO (methanol), O1CCCC1 (tetrahydrofuran). The product is OC1CCN(CC1)C1=CC=C(C=C1)N (4-hydroxy-N-(4-aminophenyl)piperidine). Reaction SMILES: [OH:1][CH:2]1[CH2:7][CH2:6][N:5]([C:8]2[CH:13]=[CH:12][C:11]([N+:14]([O-])=O)=[CH:10][CH:9]=2)[CH2:4][CH2:3]1.[H][H]>CO.O1CCCC1.[C].[Pd]>[OH:1][CH:2]1[CH2:7][CH2:6][N:5]([C:8]2[CH:13]=[CH:12][C:11]([NH2:14])=[CH:10][CH:9]=2)[CH2:4][CH2:3]1 |f:4.5|. Procedure: The 4-hydroxy-N-(4-nitrophenyl)piperidine (11.1 g, 50 mmol) obtained in Example 1(1) was dissolved in methanol (100 ml) and tetrahydrofuran (50 ml), and 10% palladium-carbon (8.0 g) was added thereto, followed by stirring at room temperature in an atmosphere of hydrogen gas for 7 hours. After the insoluble material was filtered with Celite, the filtrate was concentrated under reduced pressure, diethyl ether was added to the obtained residue, and the precipitate was collected by filtration, there... Starting materials: BrN1C(CCC1=O)=O (N-Bromosuccinimide), ( 60W ), CC1=C(C(=O)OC)C=C(C=C1)[N+](=O)[O-] (methyl 2-methyl-5-nitrobenzoate). Reagents/catalysts: C(C1=CC=CC=C1)(=O)OOC(C1=CC=CC=C1)=O (benzoyl peroxide). The solvent is C(Cl)(Cl)(Cl)Cl (carbon tetrachloride). Yields the product BrCC1=C(C(=O)OC)C=C(C=C1)[N+](=O)[O-] (methyl 2-bromomethyl-5-nitrobenzoate). Yield: 103.8%. As a reaction SMILES: [CH3:1][C:2]1[CH:11]=[CH:10][C:9]([N+:12]([O-:14])=[O:13])=[CH:8][C:3]=1[C:4]([O:6][CH3:7])=[O:5].[Br:15]N1C(=O)CCC1=O>C(Cl)(Cl)(Cl)Cl.C(OOC(=O)C1C=CC=CC=1)(=O)C1C=CC=CC=1>[Br:15][CH2:1][C:2]1[CH:11]=[CH:10][C:9]([N+:12]([O-:14])=[O:13])=[CH:8][C:3]=1[C:4]([O:6][CH3:7])=[O:5]. Procedure: A mixture of methyl 2-methyl-5-nitrobenzoate (2.51 g, 12.9mmol) and benzoyl peroxide (containing approx. 25% water) (164 mg, 0.51 mmol) in carbon tetrachloride (50 ml) was purged with nitrogen before removing 12 ml of the solvent by distillation. N-Bromosuccinimide (2.30 g, 12.9 mmol) was then added in small portions to the refluxing mixture under irradiation (60W) and the mixture heated at reflux for 2.5 h under nitrogen. The succinimide was removed by filtration and the filtrate evaporated in ... Starting materials: CC(C(=O)OCC1=CC(=C(C=C1)C1=C(C=CC(=C1)OC)F)C(=O)NC(C)C)(C)C ((2′-Fluoro-2-(((1-methylethyl)amino)carbonyl)-5′-(methyloxy)-1,1′-biphenyl-4-yl)methyl 2,2-dimethylpropanoate), COC1=CC=C(C=C1)P1(SP(S1)(C1=CC=C(C=C1)OC)=S)=S (2,4-bis(4-methoxyphenyl)-1,3-dithia-2,4-diphosphetane-2,4-disulfide), C(=O)NN (formohydrazide), mercuric acetate, O (water), O (water). Run in C1(=CC=CC=C1)C (toluene). Run at temperature 120 celsius. The product is CC(C(=O)OCC1=CC(=C(C=C1)C1=C(C=CC(=C1)OC)F)C1=NN=CN1C(C)C)(C)C ((2′-Fluoro-2-(4-(1-methylethyl)-4H-1,2,4-triazol-3-yl)-5′-(methyloxy)-1,1′-biphenyl-4-yl)methyl 2,2-dimethylpropanoate). The yield is 52.2%. As a reaction SMILES: [CH3:1][C:2]([CH3:29])([CH3:28])[C:3]([O:5][CH2:6][C:7]1[CH:12]=[CH:11][C:10]([C:13]2[CH:18]=[C:17]([O:19][CH3:20])[CH:16]=[CH:15][C:14]=2[F:21])=[C:9]([C:22]([NH:24][CH:25]([CH3:27])[CH3:26])=O)[CH:8]=1)=[O:4].COC1C=CC(P2(=S)SP(=S)(C3C=CC(OC)=CC=3)S2)=CC=1.O.[CH:53]([NH:55][NH2:56])=O>C1(C)C=CC=CC=1>[CH3:29][C:2]([CH3:1])([CH3:28])[C:3]([O:5][CH2:6][C:7]1[CH:12]=[CH:11][C:10]([C:13]2[CH:18]=[C:17]([O:19][CH3:20])[CH:16]=[CH:15][C:14]=2[F:21])=[C:9]([C:22]2[N:24]([CH:25]([CH3:26])[CH3:27])[CH:53]=[N:55][N:56]=2)[CH:8]=1)=[O:4]. Reported procedure: To a room temperature solution of 29.3 (244 mg, 608 μmol) in toluene was added 2,4-bis(4-methoxyphenyl)-1,3-dithia-2,4-diphosphetane-2,4-disulfide (369 mg, 912 μmol, Acros Organics). The mixture was heated at 120° C. for 1.0 hour, cooled to room temperature, treated with water, and then extracted with EtOAc. After removal of organic solvent under reduced pressure, the residue was dissolved in dioxane (4 mL). To the solution was added formohydrazide (208 mg, 3461 μmol) (commercially available fro...